Dataset: the Open Reaction Database (ORD), a public repository of structured organic reaction records. Task: describe an organic reaction: reactants, conditions, products, and yield Reactants: aliphatic hydrocarbon, aliphatic hydrocarbon, NC1=C(CO)C=C(C=C1)OC (2-amino-5-methoxy-benzyl alcohol), S(=O)(Cl)Cl (thionyl chloride), CNC1CCCCC1 (N-methyl-cyclohexylamine). Reaction SMILES: [NH2:1][C:2]1[CH:9]=[CH:8][C:7]([O:10][CH3:11])=[CH:6][C:3]=1[CH2:4]O.S(Cl)(Cl)=O.[CH3:16][NH:17][CH:18]1[CH2:23][CH2:22][CH2:21][CH2:20][CH2:19]1>C(Cl)Cl>[NH2:1][C:2]1[CH:9]=[CH:8][C:7]([O:10][CH3:11])=[CH:6][C:3]=1[CH2:4][N:17]([CH:18]1[CH2:23][CH2:22][CH2:21][CH2:20][CH2:19]1)[CH3:16]. Procedure details: 2-Amino-N-cyclohexyl-5-methoxy-N-methyl-benzylamine was prepared from 2-amino-5-methoxy-benzyl alcohol, thionyl chloride and N-methyl-cyclohexylamine analogous to Example 1. Proof of structure by IR- and UV-spectra. IR-spectrum (methylenechloride): 3240 cm-1NH2 ; 3400 cm-1NH2 ; 2780 cm-1N-methyl; 2830 cm-1OCH3 ; 2850 cm-1 aliphatic hydrocarbon; 2930 cm-1 aliphatic hydrocarbon; 1500 cm-1C=C; 1510 cm-1C=C. Product: NC1=C(CN(C)C2CCCCC2)C=C(C=C1)OC (2-Amino-N-cyclohexyl-5-methoxy-N-methyl-benzylamine). Solvent: C(Cl)Cl (methylenechloride). The reactants are BrC1=CC=CC=2N1N=C(N2)N (5-bromo-[1,2,4]triazolo[1,5-a]pyridin-2-amine), C(C)(=O)OCC (ethyl acetate). Reagents/catalysts: Cl[Pd]([P](C1=CC=CC=C1)(C2=CC=CC=C2)C3=CC=CC=C3)([P](C4=CC=CC=C4)(C5=CC=CC=C5)C6=CC=CC=C6)Cl (bis(triphenylphosphine)palladium(II) chloride). Solvent: C(C)#N (acetonitrile), C([O-])([O-])=O.[Na+].[Na+] (sodium carbonate). Yields the product COC1=CC=C(C=C1)C1=CC=CC=2N1N=C(N2)N (5-(4-methoxyphenyl)-[1,2,4]triazolo[1,5-a]pyridin-2-amine). Isolated yield 83.0%. RXN SMILES: Br[C:2]1[N:7]2[N:8]=[C:9]([NH2:11])[N:10]=[C:6]2[CH:5]=[CH:4][CH:3]=1.[C:12]([O:15][CH2:16][CH3:17])(=O)C>C(#N)C.C(=O)([O-])[O-].[Na+].[Na+].Cl[Pd](Cl)([P](C1C=CC=CC=1)(C1C=CC=CC=1)C1C=CC=CC=1)[P](C1C=CC=CC=1)(C1C=CC=CC=1)C1C=CC=CC=1>[CH3:12][O:15][C:16]1[CH:17]=[CH:5][C:4]([C:2]2[N:7]3[N:8]=[C:9]([NH2:11])[N:10]=[C:6]3[CH:5]=[CH:4][CH:3]=2)=[CH:3][CH:2]=1 |f:3.4.5,^1:29,48|. Procedure details: A solution of 5-bromo-[1,2,4]triazolo[1,5-a]pyridin-2-amine (1.5 g, 7.0 mmol, 1 equiv) and bis(triphenylphosphine)palladium(II) chloride (500 mg, 0.7 mmol 0.1 equiv) in acetonitrile (10 mL) and 1M aqueous sodium carbonate solution (10 mL) was heated at 120° C. for 3 min in the microwave. The reaction mixture was diluted with ethyl acetate, and the resulting solution was washed water (2×) and saturated aqueous sodium chloride solution. Purification by flash column chromatography (2→10% methanol i... The product is ClC=1C=C2C(CCOC2=CC1OC1=CC=C(C=C1)C(NC1=CC=CC(=N1)C=1C=NC(=CC1)OC)=O)C(=O)[O-].[Na+] (sodium 6-chloro-7-(4-(6′-methoxy-2,3′-bipyridin-6-ylcarbamoyl)phenoxy)chroman-4-carboxylate). Isolated yield 96.0%. Reactants: ClC=1C=C2C(CCOC2=CC1OC1=CC=C(C=C1)C(NC1=CC=CC(=N1)C=1C=NC(=CC1)OC)=O)C(=O)O (6-chloro-7-(4-(6′-methoxy-2,3′-bipyridin-6-ylcarbamoyl)phenoxy)chroman-4-carboxylic acid), solution, C[O-].[Na+] (sodium methoxide), CO (methanol). Run in C1CCOC1.CO (THF methanol). RXN SMILES: [Cl:1][C:2]1[CH:3]=[C:4]2[C:9](=[CH:10][C:11]=1[O:12][C:13]1[CH:18]=[CH:17][C:16]([C:19](=[O:35])[NH:20][C:21]3[N:26]=[C:25]([C:27]4[CH:28]=[N:29][C:30]([O:33][CH3:34])=[CH:31][CH:32]=4)[CH:24]=[CH:23][CH:22]=3)=[CH:15][CH:14]=1)[O:8][CH2:7][CH2:6][CH:5]2[C:36]([OH:38])=[O:37].C[O-].[Na+:41].CO>C1COCC1.CO>[Cl:1][C:2]1[CH:3]=[C:4]2[C:9](=[CH:10][C:11]=1[O:12][C:13]1[CH:18]=[CH:17][C:16]([C:19](=[O:35])[NH:20][C:21]3[N:26]=[C:25]([C:27]4[CH:28]=[N:29][C:30]([O:33][CH3:34])=[CH:31][CH:32]=4)[CH:24]=[CH:23][CH:22]=3)=[CH:15][CH:14]=1)[O:8][CH2:7][CH2:6][CH:5]2[C:36]([O-:38])=[O:37].[Na+:41] |f:1.2,4.5,6.7|. Procedure: To a solution of 6-chloro-7-(4-(6′-methoxy-2,3′-bipyridin-6-ylcarbamoyl)phenoxy)chroman-4-carboxylic acid (0.080 g, 0.150 mmol) in 1:1 THF/methanol (2 ml) was added a 0.5 M solution of sodium methoxide in methanol (0.301 ml, 0.150 mmol), and the reaction was stirred for 2 hours, then concentrated to yield the desired compound (0.080 g, 0.144 mmol, 96.0% yield). MS (apci) m/z=532.2 (M-Na+2H). Run at time 2 hour. Starting materials: O.[OH-].[Li+] (lithium hydroxide monohydrate), C1(CC1)C=1C(=CN(C1)C1=CC=NC2=CC=CC=C12)C(=O)OC (4-cyclopropyl-3-methoxycarbonyl-1-(quinolin-4-yl)-1H-pyrrole). Run in O (water), O1CCCC1 (tetrahydrofuran). Conditions: time 26 hour. Product: C(=O)(O)C1=CN(C=C1C1CC1)C1=CC=NC2=CC=CC=C12 (3-Carboxy-4-cyclopropyl-1-(quinolin-4-yl)-1H-pyrrole). Reaction SMILES: O.[OH-].[Li+].[CH:4]1([C:7]2[C:8]([C:22]([O:24]C)=[O:23])=[CH:9][N:10]([C:12]3[C:21]4[C:16](=[CH:17][CH:18]=[CH:19][CH:20]=4)[N:15]=[CH:14][CH:13]=3)[CH:11]=2)[CH2:6][CH2:5]1>O1CCCC1.O>[C:22]([C:8]1[C:7]([CH:4]2[CH2:6][CH2:5]2)=[CH:11][N:10]([C:12]2[C:21]3[C:16](=[CH:17][CH:18]=[CH:19][CH:20]=3)[N:15]=[CH:14][CH:13]=2)[CH:9]=1)([OH:24])=[O:23] |f:0.1.2|. Reported procedure: 0.63 g (15 mmol) of lithium hydroxide monohydrate is added, at a temperature in the region of 20° C., to 1.3 g (4.4 mmol) of 4-cyclopropyl-3-methoxycarbonyl-1-(quinolin-4-yl)-1H-pyrrole dissolved in 50 mL of tetrahydrofuran and 50 mL of water. After stirring for 26 hours at the reflux temperature of the solvent, the reaction mixture is concentrated to dryness under reduced pressure (2.7 kPa). The residue is taken up in 20 mL of water and then triturated with 15 mL of 1 N hydrochloric acid. After... Starting materials: C(C)OP(=O)(OCC)N(P(OCC)(O)=O)S(=O)(=O)C=1C=NC=C(C1)C1=NC2=CC=CC(=C2C(=N1)NCC1=NC=CC=C1)C1=CC=CC=C1 (ethyl hydrogen diethoxyphosphoryl((5-(5-phenyl-4-((pyridin-2-ylmethyl)amino)quinazolin-2-yl)pyridin-3-yl)sulfonyl)phosphoramidate), I[Si](C)(C)C (iodotrimethylsilane). Run in C(Cl)Cl (DCM). Reaction conditions: temperature 0 celsius, time 2 hour. The product is C1(=CC=CC=C1)C1=C2C(=NC(=NC2=CC=C1)C=1C=C(C=NC1)S(=O)(=O)N(P(O)(O)=O)P(=O)(O)O)NCC1=NC=CC=C1 (((5-(5-phenyl-4-((pyridin-2-ylmethyl)amino)quinazolin-2-yl)pyridin-3-yl)sulfonyl)(phosphono)phosphoramidic acid). Yield: 71.4%. RXN SMILES: C([O:3][P:4]([N:9]([S:16]([C:19]1[CH:20]=[N:21][CH:22]=[C:23]([C:25]2[N:34]=[C:33]([NH:35][CH2:36][C:37]3[CH:42]=[CH:41][CH:40]=[CH:39][N:38]=3)[C:32]3[C:27](=[CH:28][CH:29]=[CH:30][C:31]=3[C:43]3[CH:48]=[CH:47][CH:46]=[CH:45][CH:44]=3)[N:26]=2)[CH:24]=1)(=[O:18])=[O:17])[P:10](=[O:15])([OH:14])[O:11]CC)([O:6]CC)=[O:5])C.I[Si](C)(C)C>C(Cl)Cl>[C:43]1([C:31]2[CH:30]=[CH:29][CH:28]=[C:27]3[C:32]=2[C:33]([NH:35][CH2:36][C:37]2[CH:42]=[CH:41][CH:40]=[CH:39][N:38]=2)=[N:34][C:25]([C:23]2[CH:24]=[C:19]([S:16]([N:9]([P:4]([OH:5])([OH:6])=[O:3])[P:10](=[O:11])([OH:15])[OH:14])(=[O:18])=[O:17])[CH:20]=[N:21][CH:22]=2)=[N:26]3)[CH:44]=[CH:45][CH:46]=[CH:47][CH:48]=1. Reported procedure: To a suspension of ethyl hydrogen diethoxyphosphoryl((5-(5-phenyl-4-((pyridin-2-ylmethyl)amino)quinazolin-2-yl)pyridin-3-yl)sulfonyl)phosphoramidate (9) (0.040 g, 0.056 mmol) in DCM (5 mL) was added iodotrimethylsilane (0.067 g, 0.34 mmol) dropwise, under a nitrogen atmosphere at 0° C. The mixture was stirred for 2 h at 0° C. and the solvent was removed under reduced pressure. The residue was cooled to 0° C. and treated with a mixture of acetone (10 mL) and H2O (0.20 mL). After stirring at 0° C.... Reactants: NC1=NNC(=C1)C(C)(C)C (3-Amino-5-t-butylpyrazole), ClC(=O)OCC (ethyl chloroformate). The solvent is O1CCOCC1 (dioxane). Procedure details: 2.8 g of Compound [II] was dissolved in 30 ml of dioxane, and 2.2 g of ethyl chloroformate was added to the solution. The mixture was then allowed to react for 5 hours under refluxing. After completion of the reaction, the solvent was distilled off, and hexane and a potassium carbonate aqueous solution were added to the residue to form crystals. The crystals were collected by filtration and washed with water and hexane to obtain 1.1 g of ethyl N-(5-t-butyl-3-pyrazolyl)carbamate. RXN SMILES: [NH2:1][C:2]1[CH:6]=[C:5]([C:7]([CH3:10])([CH3:9])[CH3:8])[NH:4][N:3]=1.Cl[C:12]([O:14][CH2:15][CH3:16])=[O:13]>O1CCOCC1>[C:7]([C:5]1[NH:4][N:3]=[C:2]([NH:1][C:12](=[O:13])[O:14][CH2:15][CH3:16])[CH:6]=1)([CH3:10])([CH3:9])[CH3:8]. Isolated yield 25.9%. The product is C(C)(C)(C)C1=CC(=NN1)NC(OCC)=O (ethyl N-(5-t-butyl-3-pyrazolyl)carbamate). The product is CC(C)C1COC(=O)N1C(=O)CCc1ccccc1. Reaction SMILES: [CH3:28][CH2:29][CH2:30][CH2:31][CH2:32][CH3:33].[CH:6]([CH3:7])([CH3:8])[CH:9]1[NH:10][C:11](=[O:14])[O:12][CH2:13]1.[Cl-:26].[Li:1][CH2:2][CH2:3][CH2:4][CH3:5].[NH4+:27].[O:34]1[CH2:35][CH2:36][CH2:37][CH2:38]1.[c:15]1([CH2:21][CH2:22][C:23](=[O:24])[Cl:25])[cH:16][cH:17][cH:18][cH:19][cH:20]1>>[CH:6]([CH3:7])([CH3:8])[CH:9]1[N:10]([C:23]([CH2:22][CH2:21][c:15]2[cH:16][cH:17][cH:18][cH:19][cH:20]2)=[O:24])[C:11](=[O:14])[O:12][CH2:13]1. Starting materials: CCCCCC, CC(C)C1COC(=O)N1, [Cl-], [Li]CCCC, [NH4+], C1CCOC1, O=C(Cl)CCc1ccccc1.